Task: describe an organic reaction: reactants, conditions, products, and yield. Dataset: the Open Reaction Database (ORD), a public repository of structured organic reaction records Reactants: C([O-])(O)=O.[Na+] (sodium bicarbonate), C1(CC1)CN1N=NC2=C1C=CC(=C2C(F)(F)F)C2=CC=C(CNCC(=O)OCC)C=C2 (Ethyl N-{4-[1-(cyclopropylmethyl)-4-(trifluoromethyl)-1H-benzotriazol-5-yl]benzyl}glycinate), Cl (hydrochloric acid), [O-]C#N.[K+] (Potassium cyanate). Solvent: ClCCl (dichloromethane), O (water). Conditions: time 1.5 hour. Product: C(N)(=O)N(CC(=O)OCC)CC1=CC=C(C=C1)C1=C(C2=C(N(N=N2)CC2CC2)C=C1)C(F)(F)F (ethyl N-carbamoyl-N-{4-[1-(cyclopropylmethyl)-4-(trifluoromethyl)-1H-benzotriazol-5-yl]benzyl}glycinate). Reaction SMILES: [CH:1]1([CH2:4][N:5]2[C:9]3[CH:10]=[CH:11][C:12]([C:18]4[CH:31]=[CH:30][C:21]([CH2:22][NH:23][CH2:24][C:25]([O:27][CH2:28][CH3:29])=[O:26])=[CH:20][CH:19]=4)=[C:13]([C:14]([F:17])([F:16])[F:15])[C:8]=3[N:7]=[N:6]2)[CH2:3][CH2:2]1.Cl.[O-:33][C:34]#[N:35].[K+].C(=O)(O)[O-].[Na+]>O.ClCCl>[C:34]([N:23]([CH2:22][C:21]1[CH:30]=[CH:31][C:18]([C:12]2[CH:11]=[CH:10][C:9]3[N:5]([CH2:4][CH:1]4[CH2:2][CH2:3]4)[N:6]=[N:7][C:8]=3[C:13]=2[C:14]([F:15])([F:16])[F:17])=[CH:19][CH:20]=1)[CH2:24][C:25]([O:27][CH2:28][CH3:29])=[O:26])(=[O:33])[NH2:35] |f:2.3,4.5|. Procedure details: Ethyl N-{4-[1-(cyclopropylmethyl)-4-(trifluoromethyl)-1H-benzotriazol-5-yl]benzyl}glycinate (42 mg, 0.097 mmol) was added to a dichloromethane:1 N hydrochloric acid solution (400 μL:80 μL) and the mixture placed into an ice-bath at 0° C. Potassium cyanate (24 mg, 0.29 mmol) was dissolved in deionized water (300 uL) and this solution was added to the mixture over 5 minutes. The mixture was vigorously stirred for 1.5 hours, at which time the mixture was treated with sodium bicarbonate (aqueous sat... Starting materials: Cl.Cl.CC1=CC=C(C=C1)S(=O)(=O)OC[C@H]1COC2=C(O1)C(=C(C=C2)N)N ([(2R)-7,8-diamino-2,3-dihydro-1,4 benzodioxin-2-yl]methyl 4-methylbenzenesulfonate dihydrochloride), C(=O)(C=1NC=CN1)C=1NC=CN1 (carbonyl diimidazole), C(C)(C)N(CC)C(C)C (diisopropylethylamine). Solvent: C(Cl)Cl (methylene chloride). Conditions: time 15 hour. The product is CC1=CC=C(C=C1)S(=O)(=O)OCC1COC2=C(C3=C(NC(N3)=O)C=C2)O1 (1,3,7,8-Tetrahydro-8-[[[(4-methylphenyl)sulfonyl]oxy]methyl]-2H-[1,4]dioxino[2,3-e]benzimidazol-2-one). RXN SMILES: Cl.Cl.[CH3:3][C:4]1[CH:9]=[CH:8][C:7]([S:10]([O:13][CH2:14][C@@H:15]2[O:20][C:19]3[C:21]([NH2:26])=[C:22]([NH2:25])[CH:23]=[CH:24][C:18]=3[O:17][CH2:16]2)(=[O:12])=[O:11])=[CH:6][CH:5]=1.[C:27](C1NC=CN=1)(C1NC=CN=1)=[O:28].C(N(C(C)C)CC)(C)C>C(Cl)Cl>[CH3:3][C:4]1[CH:9]=[CH:8][C:7]([S:10]([O:13][CH2:14][CH:15]2[O:20][C:19]3[C:21]4[NH:26][C:27](=[O:28])[NH:25][C:22]=4[CH:23]=[CH:24][C:18]=3[O:17][CH2:16]2)(=[O:12])=[O:11])=[CH:6][CH:5]=1 |f:0.1.2|. Procedure: To a solution of 0.30 g (0.71 mmole) of [(2R)-7,8-diamino-2,3-dihydro-1,4 benzodioxin-2-yl]methyl 4-methylbenzenesulfonate dihydrochloride in 50 mL of methylene chloride was added 0.50 g (3.0 mmole) of carbonyl diimidazole and 0.65 g (5.0 mmole) of diisopropylethylamine. The reaction mixture was stirred under nitrogen for 15 hours. The mixture was then concentrated in vacuum and 250 mL of ethyl acetate added. This solution was washed with 250 mL portions each of 2 N aqueous HCl, saturated aqueou...